This data is from the Open Reaction Database (ORD), a public repository of structured organic reaction records. The task is: describe an organic reaction: reactants, conditions, products, and yield Starting materials: CC(C)(C)N(C(N)=S)C1CCCC1, Cl. The product is NC(=S)NC1CCCC1. Reaction SMILES: [C:1]([CH3:2])([CH3:3])([CH3:4])[N:5]([C:6](=[S:7])[NH2:8])[CH:9]1[CH2:10][CH2:11][CH2:12][CH2:13]1.[ClH:14]>>[NH:5]([C:6](=[S:7])[NH2:8])[CH:9]1[CH2:10][CH2:11][CH2:12][CH2:13]1. Starting materials: BrC=1C=CC(=NC1)C(F)(F)F (5-bromo-2-(trifluoromethyl)pyridine), OC1=CC=C(C#N)C=C1 (4-hydroxybenzonitrile), C([O-])([O-])=O.[Cs+].[Cs+] (caesium carbonate). The reagents and catalysts are [C-]#[O+].[C-]#[O+].[C-]#[O+].[C-]#[O+].[C-]#[O+].[C-]#[O+].[Mo] (molybdenum hexacarbonyl). Solvent: O (water), O1CCOCC1 (1,4-dioxan). Product: FC(C1=CC=C(C=N1)OC1=CC=C(C#N)C=C1)(F)F (4-{[6-(trifluoromethyl)pyridin-3-yl]oxy}benzonitrile). As a reaction SMILES: Br[C:2]1[CH:3]=[CH:4][C:5]([C:8]([F:11])([F:10])[F:9])=[N:6][CH:7]=1.[OH:12][C:13]1[CH:20]=[CH:19][C:16]([C:17]#[N:18])=[CH:15][CH:14]=1.C(=O)([O-])[O-].[Cs+].[Cs+]>O1CCOCC1.O.[C-]#[O+].[C-]#[O+].[C-]#[O+].[C-]#[O+].[C-]#[O+].[C-]#[O+].[Mo]>[F:9][C:8]([F:11])([F:10])[C:5]1[N:6]=[CH:7][C:2]([O:12][C:13]2[CH:20]=[CH:19][C:16]([C:17]#[N:18])=[CH:15][CH:14]=2)=[CH:3][CH:4]=1 |f:2.3.4,7.8.9.10.11.12.13|. Procedure: 2.5 g of 5-bromo-2-(trifluoromethyl)pyridine, 5.8 g of 4-hydroxybenzonitrile, 10.8 g of caesium carbonate and 1.87 g of molybdenum hexacarbonyl in 100 ml 1,4-dioxan were heated under reflux until complete conversion. The reaction mixture was diluted with water, extracted several times with ethyl acetate, and the combined organic phases washed with saturated sodium chloride solution, dried over sodium sulphate and concentrated. The residue was purified by column chromatography on silica gel using... Starting materials: CN=C=O, [K+], [K+], O=C([O-])[O-], C1CCOC1, Cn1c2c(c3cc(O)ccc31)CC(CO)C2. Product: CNC(=O)Oc1ccc2c(c1)c1c(n2C)CC(CO)C1. As a reaction SMILES: [CH3:23][N:24]=[C:25]=[O:26].[K+:17].[K+:18].[O-:19][C:20]([O-:21])=[O:22].[O:27]1[CH2:28][CH2:29][CH2:30][CH2:31]1.[OH:1][CH2:2][CH:3]1[CH2:4][c:5]2[c:6]([n:7]([CH3:15])[c:8]3[cH:9][cH:10][c:11]([OH:14])[cH:12][c:13]23)[CH2:16]1>>[OH:1][CH2:2][CH:3]1[CH2:4][c:5]2[c:6]([n:7]([CH3:15])[c:8]3[cH:9][cH:10][c:11]([O:14][C:25]([NH:24][CH3:23])=[O:26])[cH:12][c:13]23)[CH2:16]1. The reactants are OC[C@]12[C@@H](CC(C=C1CC[C@H]1[C@@H]3CCC([C@@]3(C)CC[C@H]21)=O)=O)C (19-hydroxy-1β-methyl-4-androstene-3,17 -dione), OC[C@]12[C@@H](CC(C=C1C[C@H]([C@H]1[C@@H]3CCC([C@@]3(C)CC[C@H]21)=O)C)=O)C (19-hydroxy-1β,7α-dimethyl-4-androstene- 3,17-dione), OC[C@]12[C@@H](CC(C=C1[C@H](C[C@H]1[C@@H]3CCC([C@@]3(C)CC[C@H]21)=O)C)=O)C (19-hydroxy-1β,6α-dimethyl-4-androstene- 3,17-dione). Product: C[C@@H]1CC(C=C2C[C@H]([C@H]3[C@@H]4CCC([C@@]4(C)CC[C@@H]3[C@@]12C=O)=O)C)=O (1β,7α-dimethyl- 4-androstene-3,17,19-trione), C[C@@H]1CC(C=C2[C@H](C[C@H]3[C@@H]4CCC([C@@]4(C)CC[C@@H]3[C@@]12C=O)=O)C)=O (1β,6α-dimethyl-4 -androstene-3,17,19-trione). RXN SMILES: [OH:1][CH2:2][C@@:3]12[C@@H:20]3[C@H:11]([C@H:12]4[C@@:16]([CH2:18][CH2:19]3)([CH3:17])[C:15](=[O:21])[CH2:14][CH2:13]4)[C@H:10]([CH3:22])[CH2:9][C:8]1=[CH:7][C:6](=[O:23])[CH2:5][C@H:4]2[CH3:24].[OH:25][CH2:26][C@@:27]12[C@@H:44]3[C@H:35]([C@H:36]4[C@@:40]([CH2:42][CH2:43]3)([CH3:41])[C:39](=[O:45])[CH2:38][CH2:37]4)[CH2:34][C@H:33]([CH3:46])[C:32]1=[CH:31][C:30](=[O:47])[CH2:29][C@H:28]2[CH3:48].OC[C@@]12[C@@H]3[C@H]([C@H]4[C@@](CC3)(C)C(=O)CC4)CCC1=CC(=O)C[C@H]2C>>[CH3:24][C@H:4]1[C@@:3]2([CH:2]=[O:1])[C:8]([CH2:9][C@@H:10]([CH3:22])[C@@H:11]3[C@@H:20]2[CH2:19][CH2:18][C@@:16]2([CH3:17])[C@H:12]3[CH2:13][CH2:14][C:15]2=[O:21])=[CH:7][C:6](=[O:23])[CH2:5]1.[CH3:48][C@H:28]1[C@@:27]2([CH:26]=[O:25])[C:32]([C@@H:33]([CH3:46])[CH2:34][C@@H:35]3[C@@H:44]2[CH2:43][CH2:42][C@@:40]2([CH3:41])[C@H:36]3[CH2:37][CH2:38][C:39]2=[O:45])=[CH:31][C:30](=[O:47])[CH2:29]1. Reported procedure: Substituting 19-hydroxy-1β,7α-dimethyl-4-androstene- 3,17-dione and 19-hydroxy-1β,6α-dimethyl-4-androstene- 3,17-dione for the 19-hydroxy-1β-methyl-4-androstene-3,17 -dione above results in the preparation of 1β,7α-dimethyl- 4-androstene-3,17,19-trione and 1β,6α-dimethyl-4 -androstene-3,17,19-trione.